describe an organic reaction: reactants, conditions, products, and yield From a dataset of the Open Reaction Database (ORD), a public repository of structured organic reaction records. Reactants: O=C([O-])O, CCOC(C)=O, C[Al](C)C, Cc1ccccc1, CCCCCC, Nc1ccc(OC(F)(F)F)cc1, COC(=O)c1sccc1N, [Na+]. The product is Nc1ccsc1C(=O)Nc1ccc(OC(F)(F)F)cc1. Reaction SMILES: [C:27](=[O:28])([OH:29])[O-:30].[C:39]([O:40][CH2:41][CH3:42])(=[O:43])[CH3:44].[CH3:13][Al:14]([CH3:15])[CH3:16].[CH3:32][c:33]1[cH:34][cH:35][cH:36][cH:37][cH:38]1.[CH3:45][CH2:46][CH2:47][CH2:48][CH2:49][CH3:50].[F:1][C:2]([O:3][c:4]1[cH:5][cH:6][c:7]([NH2:8])[cH:9][cH:10]1)([F:11])[F:12].[NH2:17][c:18]1[c:19]([C:23](=[O:24])[O:25][CH3:26])[s:20][cH:21][cH:22]1.[Na+:31]>>[F:1][C:2]([O:3][c:4]1[cH:5][cH:6][c:7]([NH:8][C:23]([c:19]2[c:18]([NH2:17])[cH:22][cH:21][s:20]2)=[O:24])[cH:9][cH:10]1)([F:11])[F:12]. The reactants are C1CCOC1, CS(=O)(=O)c1nc(Oc2ccc(F)c(F)c2)c(-c2ccc(Cl)cc2)c(-c2ccc(Cl)cc2Cl)n1, N. The product is Nc1nc(Oc2ccc(F)c(F)c2)c(-c2ccc(Cl)cc2)c(-c2ccc(Cl)cc2Cl)n1. RXN SMILES: [CH2:36]1[O:37][CH2:38][CH2:39][CH2:40]1.[CH3:2][S:3](=[O:4])(=[O:5])[c:6]1[n:7][c:8](-[c:28]2[c:29]([Cl:35])[cH:30][c:31]([Cl:34])[cH:32][cH:33]2)[c:9](-[c:21]2[cH:22][cH:23][c:24]([Cl:27])[cH:25][cH:26]2)[c:10]([O:12][c:13]2[cH:14][c:15]([F:20])[c:16]([F:19])[cH:17][cH:18]2)[n:11]1.[NH3:1]>>[NH2:1][c:6]1[n:7][c:8](-[c:28]2[c:29]([Cl:35])[cH:30][c:31]([Cl:34])[cH:32][cH:33]2)[c:9](-[c:21]2[cH:22][cH:23][c:24]([Cl:27])[cH:25][cH:26]2)[c:10]([O:12][c:13]2[cH:14][c:15]([F:20])[c:16]([F:19])[cH:17][cH:18]2)[n:11]1. The reactants are COC([C@@H](NC(=O)OC(C)(C)C)CC1=CC=C(C=C1)NC(=O)C1=C(C=CC(=C1)C#N)Cl)=O (4-[(2-chloro-5-cyanophenylcarbonyl)amino]-N-[(1,1-dimethylethoxy)carbonyl]-L-phenylalanine methyl ester), FC(C(=O)O)(F)F (trifluoroacetic acid). Solvent: ClCCl (dichloromethane). Reaction conditions: time 15 hour. Yields the product COC([C@@H](N)CC1=CC=C(C=C1)NC(=O)C1=C(C=CC(=C1)C#N)Cl)=O (4-[[(2-chloro-5-cyanophenyl)carbonyl]amino]-L-phenylalanine methyl ester). Isolated yield 100.2%. RXN SMILES: [CH3:1][O:2][C:3](=[O:32])[C@H:4]([CH2:13][C:14]1[CH:19]=[CH:18][C:17]([NH:20][C:21]([C:23]2[CH:28]=[C:27]([C:29]#[N:30])[CH:26]=[CH:25][C:24]=2[Cl:31])=[O:22])=[CH:16][CH:15]=1)[NH:5]C(OC(C)(C)C)=O.FC(F)(F)C(O)=O>ClCCl>[CH3:1][O:2][C:3](=[O:32])[C@H:4]([CH2:13][C:14]1[CH:15]=[CH:16][C:17]([NH:20][C:21]([C:23]2[CH:28]=[C:27]([C:29]#[N:30])[CH:26]=[CH:25][C:24]=2[Cl:31])=[O:22])=[CH:18][CH:19]=1)[NH2:5]. Reported procedure: To a solution of 4-[(2-chloro-5-cyanophenylcarbonyl)amino]-N-[(1,1-dimethylethoxy)carbonyl]-L-phenylalanine methyl ester (1.2 mmol, 0.55 g) in dichloromethane (12 mL) was added trifluoroacetic acid (3 mL) at room temperature. The reaction mixture was stirred for 15 hr at room temperature at which time TLC analysis of the mixture indicated the absence of starting material. The solvent was removed under vacuum and the residue was azeotrophed with toluene (2×10 mL) and dried under high vacuum to af... Reactants: O(C1=CC=CC=C1)C1=C(C=CC=C1)C(C(=O)N)=NOC (2-(2-Phenoxyphenyl)-2-methoxyiminoacetamide), FC(C(=O)OC(C(F)(F)F)=O)(F)F (Trifluoroacetic anhydride). Solvent: N1=CC=CC=C1 (pyridine), Cl (hydrochloric acid). Reaction conditions: temperature 0 celsius, time 2 hour. Product: O(C1=CC=CC=C1)C1=C(C=CC=C1)C(C#N)=NOC (2-(2-phenoxyphenyl)-2-methoxyiminoacetonitrile). The yield is 96.9%. Reaction SMILES: [O:1]([C:8]1[CH:13]=[CH:12][CH:11]=[CH:10][C:9]=1[C:14](=[N:18][O:19][CH3:20])[C:15]([NH2:17])=O)[C:2]1[CH:7]=[CH:6][CH:5]=[CH:4][CH:3]=1.FC(F)(F)C(OC(=O)C(F)(F)F)=O>N1C=CC=CC=1.Cl>[O:1]([C:8]1[CH:13]=[CH:12][CH:11]=[CH:10][C:9]=1[C:14](=[N:18][O:19][CH3:20])[C:15]#[N:17])[C:2]1[CH:3]=[CH:4][CH:5]=[CH:6][CH:7]=1. Procedure details: 2-(2-Phenoxyphenyl)-2-methoxyiminoacetamide (3.77 g) was dissolved in pyridine (5.53 g). The solution was cooled to 0° C. Trifluoroacetic anhydride (4.40 g) was added dropwise. The mixture was stirred for 2 hours at 0° C., and then diluted with dil. hydrochloric acid and extracted with ethyl acetate. The extract was dried and concentrated to leave a residue, which was purified by column chromatography on silica gel to obtain 2-(2-phenoxyphenyl)-2-methoxyiminoacetonitrile (3.41 g). The reactants are COC([C@H]1N(CC(C1(C)C)(F)F)C(=O)OC(C)(C)C)=O ((2S)-4,4-Difluoro-3,3-dimethyl-N-(Boc)proline methyl ester), [Li+].[OH-] (LiOH), ( 1F ), ( 1F ), ( s )+1.33. Run in CO (methanol), O (water). Conditions: temperature 50 celsius. Yields the product FC1(C([C@H](N(C1)C(=O)OC(C)(C)C)C(=O)O)(C)C)F ((2S)-4,4-Difluoro-3,3-dimethyl-N-(Boc)proline). Reaction SMILES: C[O:2][C:3](=[O:20])[C@@H:4]1[C:8]([CH3:10])([CH3:9])[C:7]([F:12])([F:11])[CH2:6][N:5]1[C:13]([O:15][C:16]([CH3:19])([CH3:18])[CH3:17])=[O:14].[Li+].[OH-]>CO.O>[F:12][C:7]1([F:11])[CH2:6][N:5]([C:13]([O:15][C:16]([CH3:18])([CH3:19])[CH3:17])=[O:14])[C@H:4]([C:3]([OH:20])=[O:2])[C:8]1([CH3:10])[CH3:9] |f:1.2|. Procedure: To a solution of methyl ester F4 (4.7 g, 16 mmol) in methanol (100 mL) was added a solution of LiOH (6.8 g, 160 mmol) in water (50 mL) and the solution was heated at 50° C. for 14 h. The methanol was removed in vacuo and the remaining solution was diluted with water (200 mL). The aqueous solution was extracted with ether (2×200 mL), acidified with 1N HCl (200 mL) and extracted again with ether (2×200 mL). The combined organics were washed with brine (1×200 mL), dried with magnesium sulfate and c... The reactants are COC=1C=C2C(=CC=NC2=CC1OCC1(CC1)NC(OCC1=CC=CC=C1)=O)OC1=CC2=CC=CC(=C2C=C1)C(NC)=O (Benzyl 1-((6-methoxy-4-(5-(methylcarbamoyl)naphthalen-2-yloxy)quinolin-7-yloxy)methyl)cyclo-propylcarbamate), C(C)(=O)O (acetic acid), Br.C(C)(=O)O (HBr acetic acid), C(=O)([O-])[O-].[Na+].[Na+] (Na2CO3). The solvent is CCOC(=O)C.O (EtOAc H2O). Reaction conditions: time 1 hour. The product is NC1(CC1)COC1=C(C=C2C(=CC=NC2=C1)OC=1C=C2C=CC=C(C2=CC1)C(=O)NC)OC (6-(7-((1-Aminocyclopropyl)methoxy)-6-methoxyquinolin-4-yloxy)-N-methyl-1-naphthamide). Reaction SMILES: [CH3:1][O:2][C:3]1[CH:4]=[C:5]2[C:10](=[CH:11][C:12]=1[O:13][CH2:14][C:15]1([NH:18]C(=O)OCC3C=CC=CC=3)[CH2:17][CH2:16]1)[N:9]=[CH:8][CH:7]=[C:6]2[O:29][C:30]1[CH:39]=[CH:38][C:37]2[C:32](=[CH:33][CH:34]=[CH:35][C:36]=2[C:40](=[O:43])[NH:41][CH3:42])[CH:31]=1.C(O)(=O)C.Br.C(O)(=O)C.C([O-])([O-])=O.[Na+].[Na+]>CCOC(C)=O.O>[NH2:18][C:15]1([CH2:14][O:13][C:12]2[CH:11]=[C:10]3[C:5]([C:6]([O:29][C:30]4[CH:31]=[C:32]5[C:37](=[CH:38][CH:39]=4)[C:36]([C:40]([NH:41][CH3:42])=[O:43])=[CH:35][CH:34]=[CH:33]5)=[CH:7][CH:8]=[N:9]3)=[CH:4][C:3]=2[O:2][CH3:1])[CH2:16][CH2:17]1 |f:2.3,4.5.6,7.8|. Procedure: The product of Example 1 (100 mg) was mixed with acetic acid (1 ml) and 33% HBr/acetic acid (0.6 ml). The reaction was stirred at RT for 1 hour and diluted with EtOAc/H2O then basified with Na2CO3. The organic layer was dried, evaporated and purified with silica gel column to give the titled product. Mass: (M+1), 444 Reactants: CCO, Cl, [K+], [K+], N#Cc1ccc([N+](=O)[O-])cc1, NO, O=C([O-])[O-], O. The product is NC(=NO)c1ccc([N+](=O)[O-])cc1. As a reaction SMILES: [CH3:21][CH2:22][OH:23].[ClH:14].[K+:15].[K+:16].[N+:1](=[O:2])([O-:3])[c:4]1[cH:5][cH:6][c:7]([C:8]#[N:9])[cH:10][cH:11]1.[NH2:12][OH:13].[O-:17][C:18]([O-:19])=[O:20].[OH2:24]>>[N+:1](=[O:2])([O-:3])[c:4]1[cH:5][cH:6][c:7]([C:8]([NH2:9])=[N:12][OH:13])[cH:10][cH:11]1. Starting materials: C(C1=CC=CC=C1)N (benzylamine), ClC=1N=C(C2=C(N1)SC(=C2)[N+](=O)[O-])Cl (2,4-dichloro-6-nitro-thieno-[2,3-d]-pyrimidine). Yields the product ClC=1N=C(C2=C(N1)SC(=C2)[N+](=O)[O-])NCC2=CC=CC=C2 (2-chloro-6-nitro-4-benzylamino-thieno-[2,3-d]-pyrimidine). As a reaction SMILES: [CH2:1]([NH2:8])[C:2]1[CH:7]=[CH:6][CH:5]=[CH:4][CH:3]=1.[Cl:9][C:10]1[N:11]=[C:12](Cl)[C:13]2[CH:18]=[C:17]([N+:19]([O-:21])=[O:20])[S:16][C:14]=2[N:15]=1>>[Cl:9][C:10]1[N:11]=[C:12]([NH:8][CH2:1][C:2]2[CH:7]=[CH:6][CH:5]=[CH:4][CH:3]=2)[C:13]2[CH:18]=[C:17]([N+:19]([O-:21])=[O:20])[S:16][C:14]=2[N:15]=1. Procedure: Following the procedure of Example 1, the reaction of benzylamine with 2,4-dichloro-6-nitro-thieno-[2,3-d]-pyrimidine yields 2-chloro-6-nitro-4-benzylamino-thieno-[2,3-d]-pyrimidine. Reactants: N1=C(C=CC=C1)C(CN1C[C@H](CCC1)C(=O)O)(O)C1=CC=CC=C1 (1-[2-(2-Pyridyl)-2-phenyl-2-hydroxyethyl]piperidine-3(S)-carboxylic acid), CN1CCOCC1 (N-methylmorpholine), C(CCl)Cl (EDC), C=1C=CC2=C(C1)N=NN2O (HOBT), Cl.Cl.C(#N)C1=CC=C(CC2(CCN)C=NC=N2)C=C1 (4-(4-Cyanobenzyl) histamine dihydrochloride). Run in CN(C)C=O (DMF). Conditions: time 18 hour. The product is N1=C(C=CC=C1)C(CN1C[C@H](CCC1)C(NCCC1=CN=CN1CC1=CC=C(C=C1)C#N)=O)(O)C1=CC=CC=C1 (1-[2-(2-Pyridyl)-2-phenyl-2-hydroxyethyl]-3(S)-[N-(1-(4-cyanobenzyl)-1H-imidazol-5-ylethyl)carbamoyl]piperidine). As a reaction SMILES: [N:1]1[CH:6]=[CH:5][CH:4]=[CH:3][C:2]=1[C:7]([C:19]1[CH:24]=[CH:23][CH:22]=[CH:21][CH:20]=1)([OH:18])[CH2:8][N:9]1[CH2:14][CH2:13][CH2:12][C@H:11]([C:15](O)=[O:16])[CH2:10]1.[CH2:25](Cl)CCl.[CH:29]1[CH:30]=[CH:31][C:32]2N(O)N=N[C:33]=2[CH:34]=1.[CH3:39][N:40]1CCOCC1.Cl.Cl.C(C1C=CC(C[C:55]2([N:62]=[CH:61][N:60]=[CH:59]2)[CH2:56][CH2:57][NH2:58])=CC=1)#N>CN(C=O)C>[N:1]1[CH:6]=[CH:5][CH:4]=[CH:3][C:2]=1[C:7]([C:19]1[CH:24]=[CH:23][CH:22]=[CH:21][CH:20]=1)([OH:18])[CH2:8][N:9]1[CH2:14][CH2:13][CH2:12][C@H:11]([C:15](=[O:16])[NH:58][CH2:57][CH2:56][C:55]2[N:62]([CH2:25][C:29]3[CH:30]=[CH:31][C:32]([C:39]#[N:40])=[CH:33][CH:34]=3)[CH:61]=[N:60][CH:59]=2)[CH2:10]1 |f:4.5.6|. Reported procedure: 1-[2-(2-Pyridyl)-2-phenyl-2-hydroxyethyl]piperidine-3(S)-carboxylic acid (0.172 g, 0.527 mmol) was suspended in DMF (5 mL) and treated with EDC (0.106 g, 0.553 mmol), HOBT (0.068 g, 0.501 mmol), followed by N-methylmorpholine to adjust the pH to 7, and 4-(4-Cyanobenzyl) histamine dihydrochloride (0.158 g, 0.527 mmol). stirring at ambient temperature for 18 hr under N2, the reaction mixture was concentrated, partitioned between CH2Cl2 and H2O, the organic phase washed with aq satd NaHCO3 soln, br... The reactants are CN[C@H]1[C@@H](CCCC1)NC ((1R,2R)—N1,N2-dimethylcyclohexane-1,2-diamine), [O-]P(=O)([O-])[O-].[K+].[K+].[K+] (potassium phosphate tribasic), N=1NC=C2C1CN(C2)C(=O)OC(C)(C)C (tert-butyl 4,6-dihydro-2H-pyrrolo[3,4-c]pyrazole-5-carboxylate), C(C=C)N1C(=NC2=NC(=C(C=C21)Cl)I)O[C@H]2[C@@H]1[C@H](OC2)[C@@H](CO1)O[Si](C)(C)C(C)(C)C ([(3R,3aR,6R,6aS)-3-(1-allyl-6-chloro-5-iodo-imidazo[4,5-b]pyridin-2-yl)oxy-2,3,3a,5,6,6a-hexahydrofuro[3,2-b]furan-6-yl]oxy-tert-butyl-dimethyl-silane), solid, C(=O)(C(F)(F)F)O (TFA). Reagents/catalysts: [Cu]I (copper (I) iodide). Run in O1CCOCC1 (dioxane), C(Cl)Cl (DCM), C(C)O (ethanol), C1=CC=CC=C1 (benzene). Conditions: temperature 100 celsius, time 6 hour. Yields the product FC(C(=O)O)(F)F.C(C=C)N1C(=NC2=NC(=C(C=C21)Cl)N2N=C1C(=C2)CNC1)O[C@H]1[C@@H]2[C@H](OC1)[C@@H](CO2)O[Si](C)(C)C(C)(C)C ([(3R,3aR,6R,6aS)-3-[1-allyl-6-chloro-5-(5,6-dihydro-4H-pyrrolo[3,4-c]pyrazol-2-yl)imidazo[4,5-b]pyridin-2-yl]oxy-2,3,3a,5,6,6a-hexahydrofuro[3,2-b]furan-6-yl]oxy-tert-butyl-dimethyl-silane 2,2,2-trifluoroacetic acid). RXN SMILES: CN[C@@H]1CCCC[C@H]1NC.[O-]P([O-])([O-])=O.[K+].[K+].[K+].[N:19]1[NH:20][CH:21]=[C:22]2[CH2:26][N:25](C(OC(C)(C)C)=O)[CH2:24][C:23]=12.[CH2:34]([N:37]1[C:45]2[C:40](=[N:41][C:42](I)=[C:43]([Cl:46])[CH:44]=2)[N:39]=[C:38]1[O:48][C@@H:49]1[CH2:53][O:52][C@@H:51]2[C@H:54]([O:57][Si:58]([C:61]([CH3:64])([CH3:63])[CH3:62])([CH3:60])[CH3:59])[CH2:55][O:56][C@H:50]12)[CH:35]=[CH2:36].[C:65]([OH:71])([C:67]([F:70])([F:69])[F:68])=[O:66]>O1CCOCC1.[Cu]I.C1C=CC=CC=1.C(O)C.C(Cl)Cl>[F:68][C:67]([F:70])([F:69])[C:65]([OH:71])=[O:66].[CH2:34]([N:37]1[C:45]2[C:40](=[N:41][C:42]([N:20]3[CH:21]=[C:22]4[CH2:26][NH:25][CH2:24][C:23]4=[N:19]3)=[C:43]([Cl:46])[CH:44]=2)[N:39]=[C:38]1[O:48][C@@H:49]1[CH2:53][O:52][C@@H:51]2[C@H:54]([O:57][Si:58]([C:61]([CH3:64])([CH3:63])[CH3:62])([CH3:59])[CH3:60])[CH2:55][O:56][C@H:50]12)[CH:35]=[CH2:36] |f:1.2.3.4,13.14|. Reported procedure: A mixture of (1R,2R)—N1,N2-dimethylcyclohexane-1,2-diamine (25 uL, 0.158 mmol), copper (I) iodide (4.0 mg, 0.021 mmol), potassium phosphate tribasic (69.7 mg, 0.328 mmol), tert-butyl 4,6-dihydro-2H-pyrrolo[3,4-c]pyrazole-5-carboxylate (42.7 mg, 0.204 mmol) and [(3R,3aR,6R,6aS)-3-(1-allyl-6-chloro-5-iodo-imidazo[4,5-b]pyridin-2-yl)oxy-2,3,3a,5,6,6a-hexahydrofuro[3,2-b]furan-6-yl]oxy-tert-butyl-dimethyl-silane (84 mg, 0.145 mmol) in dioxane (1.0 ml) was degassed (3×) and placed under nitrogen befo...